From a dataset of the Open Reaction Database (ORD), a public repository of structured organic reaction records. describe an organic reaction: reactants, conditions, products, and yield Reactants: CC(C)(C)OC(=O)NCCCCBr, COC(=O)Cc1cc2ccc(O)cc2n(Cc2ccccc2)c1=O. The product is COC(=O)Cc1cc2ccc(OCCCCNC(=O)OC(C)(C)C)cc2n(Cc2ccccc2)c1=O. As a reaction SMILES: [C:25]([CH3:26])([CH3:27])([CH3:28])[O:29][C:30]([NH:31][CH2:32][CH2:33][CH2:34][CH2:35][Br:36])=[O:37].[CH3:1][O:2][C:3]([CH2:4][c:5]1[c:6](=[O:23])[n:7]([CH2:16][c:17]2[cH:18][cH:19][cH:20][cH:21][cH:22]2)[c:8]2[cH:9][c:10]([OH:15])[cH:11][cH:12][c:13]2[cH:14]1)=[O:24]>>[CH3:1][O:2][C:3]([CH2:4][c:5]1[c:6](=[O:23])[n:7]([CH2:16][c:17]2[cH:18][cH:19][cH:20][cH:21][cH:22]2)[c:8]2[cH:9][c:10]([O:15][CH2:35][CH2:34][CH2:33][CH2:32][NH:31][C:30]([O:29][C:25]([CH3:26])([CH3:27])[CH3:28])=[O:37])[cH:11][cH:12][c:13]2[cH:14]1)=[O:24]. Starting materials: C([O-])([O-])=O.[Na+].[Na+] (sodium carbonate), [Cl-].[Na+] (sodium chloride), NC1C(N(CC(SC1)C1=CC=CC2=CC=CC=C12)CC(=O)OC(C)(C)C)=O (t-butyl α-[6-amino-2-(1-naphthyl)-5-oxoperhydro-1,4-thiazepin-4-yl]acetate), BrC(CC(=O)OCC)CC1=CC=CC=C1 (ethyl 3-bromo-4-phenylbutyrate). Run in CN(C=O)C (dimethylformamide), C(C)(=O)OCC (ethyl acetate). Run at temperature 80 celsius, time 15 hour. The product is C(C)OC(=O)C(CCC1=CC=CC=C1)NC1C(N(CC(SC1)C1=CC=CC2=CC=CC=C12)CC(=O)OC(C)(C)C)=O (t-Butyl α-[6-(1-ethoxycarbonyl-3-phenylpropylamino)-2-(1-naphthyl)-5-oxoperhydro-1,4-thiazepin-4-yl]acetate). Reaction SMILES: [NH2:1][CH:2]1[CH2:8][S:7][CH:6]([C:9]2[C:18]3[C:13](=[CH:14][CH:15]=[CH:16][CH:17]=3)[CH:12]=[CH:11][CH:10]=2)[CH2:5][N:4]([CH2:19][C:20]([O:22][C:23]([CH3:26])([CH3:25])[CH3:24])=[O:21])[C:3]1=[O:27].Br[CH:29]([CH2:36][C:37]1[CH:42]=[CH:41][CH:40]=[CH:39][CH:38]=1)[CH2:30][C:31]([O:33][CH2:34][CH3:35])=[O:32].C(=O)([O-])[O-].[Na+].[Na+].[Cl-].[Na+]>CN(C)C=O.C(OCC)(=O)C>[CH2:34]([O:33][C:31]([CH:30]([NH:1][CH:2]1[CH2:8][S:7][CH:6]([C:9]2[C:18]3[C:13](=[CH:14][CH:15]=[CH:16][CH:17]=3)[CH:12]=[CH:11][CH:10]=2)[CH2:5][N:4]([CH2:19][C:20]([O:22][C:23]([CH3:24])([CH3:26])[CH3:25])=[O:21])[C:3]1=[O:27])[CH2:29][CH2:36][C:37]1[CH:38]=[CH:39][CH:40]=[CH:41][CH:42]=1)=[O:32])[CH3:35] |f:2.3.4,5.6|. Procedure details: To a solution of a mixture of 803 g of t-butyl α-[6-amino-2-(1-naphthyl)-5-oxoperhydro-1,4-thiazepin-4-yl]acetate [prepared as described in step (g) above] and 1.13 g of ethyl 3-bromo-4-phenylbutyrate in 10 ml of dimethylformamide was added 0.66 g of sodium carbonate. The reaction mixture was stirred at 80° C. for 15 hours and then dissolved in a mixture of ethyl acetate and an aqueous solution of sodium chloride. The ethyl acetate layer was separated, washed with water and dried over anhydrous ... The reactants are COC(=O)c1cc2ccc(OC)cc2n1CCN1CCC(NC(=O)OC(C)(C)C)CC1, Cl, C1COCCO1. Yields the product COC(=O)c1cc2ccc(OC)cc2n1CCN1CCC(N)CC1. RXN SMILES: [C:1]([O:2][C:3](=[O:4])[NH:8][CH:9]1[CH2:10][CH2:11][N:12]([CH2:15][CH2:16][n:17]2[c:18]([C:28](=[O:29])[O:30][CH3:31])[cH:19][c:20]3[cH:21][cH:22][c:23]([O:26][CH3:27])[cH:24][c:25]23)[CH2:13][CH2:14]1)([CH3:5])([CH3:6])[CH3:7].[ClH:32].[O:33]1[CH2:34][CH2:35][O:36][CH2:37][CH2:38]1>>[NH2:8][CH:9]1[CH2:10][CH2:11][N:12]([CH2:15][CH2:16][n:17]2[c:18]([C:28](=[O:29])[O:30][CH3:31])[cH:19][c:20]3[cH:21][cH:22][c:23]([O:26][CH3:27])[cH:24][c:25]23)[CH2:13][CH2:14]1. Starting materials: S[C@@H]1C[C@H](N(C1)S(=O)(=O)C)CO ((2S,4R)-(4-mercapto-1-methanesulfonyl-pyrrolidin-2-yl)-methanol), N1=CC=CC=C1 (pyridine), C(C)(=O)OC(C)=O (acetic anhydride), ice water. The solvent is ClCCl (dichloromethane). Conditions: time 4 hour. Yields the product OC[C@@H]1C[C@H](CN1S(=O)(=O)C)SC(C)=O (thioacetic acid (3R,5S)-S-(5-hydroxymethyl-1-methanesulfonyl-pyrrolidin-3-yl) ester). Yield: 23.8%. As a reaction SMILES: [SH:1][C@H:2]1[CH2:6][N:5]([S:7]([CH3:10])(=[O:9])=[O:8])[C@H:4]([CH2:11][OH:12])[CH2:3]1.N1C=CC=CC=1.[C:19](OC(=O)C)(=[O:21])[CH3:20]>ClCCl>[OH:12][CH2:11][C@H:4]1[N:5]([S:7]([CH3:10])(=[O:9])=[O:8])[CH2:6][C@H:2]([S:1][C:19](=[O:21])[CH3:20])[CH2:3]1. Procedure details: To a solution of (2S,4R)-(4-mercapto-1-methanesulfonyl-pyrrolidin-2-yl)-methanol (0.28 g) in dichloromethane (10 ml) were added pyridine (0.131 g) and acetic anhydride (0.160 g). The reaction mixture was stirred for 4 h at room temperature, treated with ice/water and extracted with EtOAc. The organic phase was washed with a saturated solution of sodium bicarbonate and brine, dried over magnesium sulphate and concentrated. The residue was chromatographed on silica gel using EtOAc/hexane 1:2 as el...